This data is from the Open Reaction Database (ORD), a public repository of structured organic reaction records. The task is: describe an organic reaction: reactants, conditions, products, and yield Starting materials: C1=CC=CC=2C3=CC=CC=C3C(C12)COC(=O)N[C@H](C(=O)O)[C@H](CC)C ((2S,3S)-2-(((9H-fluoren-9-yl)methoxy)carbonylamino)-3-methylpentanoic acid), N1=CC=CC=C1 (pyridine), CCN(CC)S(F)(F)F (DAST). The solvent is C(Cl)Cl (DCM), C(Cl)Cl (DCM), C(Cl)Cl (DCM). Reaction conditions: time 1 hour. Product: FC([C@H]([C@H](CC)C)NC(OCC1C2=CC=CC=C2C=2C=CC=CC12)=O)=O ((9H-fluoren-9-yl)methyl (2S,3S)-1-fluoro-3-methyl-1-oxopentan-2-ylcarbamate). Yield: 94.5%. As a reaction SMILES: [CH:1]1[C:13]2[CH:12]([CH2:14][O:15][C:16]([NH:18][C@@H:19]([C@@H:23]([CH3:26])[CH2:24][CH3:25])[C:20](O)=[O:21])=[O:17])[C:11]3[C:6](=[CH:7][CH:8]=[CH:9][CH:10]=3)[C:5]=2[CH:4]=[CH:3][CH:2]=1.N1C=CC=CC=1.CCN(S(F)(F)[F:39])CC>C(Cl)Cl>[F:39][C:20](=[O:21])[C@@H:19]([NH:18][C:16](=[O:17])[O:15][CH2:14][CH:12]1[C:11]2[CH:10]=[CH:9][CH:8]=[CH:7][C:6]=2[C:5]2[C:13]1=[CH:1][CH:2]=[CH:3][CH:4]=2)[C@@H:23]([CH3:26])[CH2:24][CH3:25]. Procedure details: To a solution of (2S,3S)-2-(((9H-fluoren-9-yl)methoxy)carbonylamino)-3-methylpentanoic acid (Fmoc-Isoleucine) (7 g, 19.81 mmol) and pyridine (1.602 mL, 19.81 mmol) in DCM (120 mL) was added via cannula a solution of DAST (3.11 mL, 23.77 mmol) in DCM (20 mL) over 10 min. The reaction mixture was stirred at room temperature for 1 hour, diluted with DCM (80 mL), washed with ice-cold water (2×200 mL), the organic layer was dried over MgSO4, filtered, and evaporated in vacuo to give (9H-fluoren-9-yl)... Product: COCCOC(=O)N[C@@H](C(C)C)C(=O)O (N-(2-Methoxy-ethoxycarbonyl)-(L)-valine). Starting materials: COCCOC(=O)Cl (chloroformic acid (2-methoxy-ethyl) ester), N[C@@H](C(C)C)C(=O)O (L-valine). RXN SMILES: [CH3:1][O:2][CH2:3][CH2:4][O:5][C:6](Cl)=[O:7].[NH2:9][C@H:10]([C:14]([OH:16])=[O:15])[CH:11]([CH3:13])[CH3:12]>O1CCOCC1.[OH-].[Na+]>[CH3:1][O:2][CH2:3][CH2:4][O:5][C:6]([NH:9][C@H:10]([C:14]([OH:16])=[O:15])[CH:11]([CH3:13])[CH3:12])=[O:7] |f:3.4|. Run in O1CCOCC1 (dioxane), [OH-].[Na+] (NaOH). Conditions: time 18 hour. Procedure: A solution of 3.06 g (22.1 mmol) of chloroformic acid (2-methoxy-ethyl) ester in 18 ml of dioxane is added to 2.59 g (22.1 mmol) of L-valine in 26.4 ml of 2N NaOH and the mixture is then stirred for 18 h at RT. The reaction mixture is extracted with chloroform, and the inorganic phase is acidified with 4N HCl and extracted again with chloroform. The chloroform phase last obtained is dried and concentrated by evaporation to yield the title compound: 1H-NMR (200 MHz, CDCl3): 0.92 and 0.99 (2 d, J=... Starting materials: C[Al](C)C, Cc1ccccc1, ClC(Cl)Cl, [Cl-], [NH4+], N#CC1CC1c1cn(C(c2ccccc2)(c2ccccc2)c2ccccc2)cn1. Yields the product N=C(N)C1CC1c1cn(C(c2ccccc2)(c2ccccc2)c2ccccc2)cn1. RXN SMILES: [CH3:1][Al:2]([CH3:3])[CH3:4].[CH3:36][c:37]1[cH:38][cH:39][cH:40][cH:41][cH:42]1.[CH:43]([Cl:44])([Cl:45])[Cl:46].[Cl-:5].[NH4+:6].[c:7]1([C:13]([n:14]2[cH:15][n:16][c:17]([CH:19]3[CH:20]([C:22]#[N:23])[CH2:21]3)[cH:18]2)([c:24]2[cH:25][cH:26][cH:27][cH:28][cH:29]2)[c:30]2[cH:31][cH:32][cH:33][cH:34][cH:35]2)[cH:8][cH:9][cH:10][cH:11][cH:12]1>>[NH:6]=[C:22]([CH:20]1[CH:19]([c:17]2[n:16][cH:15][n:14]([C:13]([c:7]3[cH:8][cH:9][cH:10][cH:11][cH:12]3)([c:24]3[cH:25][cH:26][cH:27][cH:28][cH:29]3)[c:30]3[cH:31][cH:32][cH:33][cH:34][cH:35]3)[cH:18]2)[CH2:21]1)[NH2:23]. Reactants: C(C)(C)C1=C(OC2=CC=C(C=C3C(NC(S3)=S)=O)C=C2)C=CC=C1 (5-[4-(2-Isopropyl-phenoxy)-benzylidene]-2-thioxo-thiazolidin-4-one), CI (CH3I), C(C)(C)N(CC)C(C)C (diisopropylethylamine), O (water). Solvent: C(C)O (Ethanol). Run at time 4 hour. Yields the product C(C)(C)C1=C(OC2=CC=C(C=C3C(N=C(S3)SC)=O)C=C2)C=CC=C1 (5-[4-(2-Isopropyl-phenoxy)-benzylidene]-2-methylsulfanyl-thiazol-4-one). Yield: 101.5%. Reaction SMILES: [CH:1]([C:4]1[CH:24]=[CH:23][CH:22]=[CH:21][C:5]=1[O:6][C:7]1[CH:20]=[CH:19][C:10]([CH:11]=[C:12]2[S:16][C:15](=[S:17])[NH:14][C:13]2=[O:18])=[CH:9][CH:8]=1)([CH3:3])[CH3:2].CI.[CH:27](N(C(C)C)CC)(C)C.O>C(O)C>[CH:1]([C:4]1[CH:24]=[CH:23][CH:22]=[CH:21][C:5]=1[O:6][C:7]1[CH:20]=[CH:19][C:10]([CH:11]=[C:12]2[S:16][C:15]([S:17][CH3:27])=[N:14][C:13]2=[O:18])=[CH:9][CH:8]=1)([CH3:3])[CH3:2]. Procedure: To a solution of 5-[4-(2-Isopropyl-phenoxy)-benzylidene]-2-thioxo-thiazolidin-4-one (0.4 g, 1.12 mmol) in Ethanol (14 mL) was added CH3I (0.32 g, 2.25 mmol) and diisopropylethylamine (0.17 g, 1.35 mmol). The reaction mixture was stirred at room temperature for 4 h. It was then added water (40 mL) and the slurry was stirred at room temperature for 30 minutes. The solid was filtered, washed with water to yield the 5-[4-(2-Isopropyl-phenoxy)-benzylidene]-2-methylsulfanyl-thiazol-4-one as a yellow s... The reactants are ClC=1C=C(C=CC1)CC=O (2-(3-chlorophenyl)-acetaldehyde), C1(=CC=CC=C1)NN (phenylhydrazine). The solvent is C(Cl)Cl (DCM), C(C)(=O)O (acetic acid). Yields the product ClC=1C=C(C=CC1)C1=CNC2=CC=CC=C12 (3-(3-Chlorophenyl)indole). Reaction SMILES: [Cl:1][C:2]1[CH:3]=[C:4]([CH2:8][CH:9]=O)[CH:5]=[CH:6][CH:7]=1.[C:11]1([NH:17]N)[CH:16]=[CH:15][CH:14]=[CH:13][CH:12]=1>C(O)(=O)C.C(Cl)Cl>[Cl:1][C:2]1[CH:3]=[C:4]([C:8]2[C:16]3[C:11](=[CH:12][CH:13]=[CH:14][CH:15]=3)[NH:17][CH:9]=2)[CH:5]=[CH:6][CH:7]=1. Procedure: A solution of 2-(3-chlorophenyl)-acetaldehyde (5.80 g, 37.5 mmol) and phenylhydrazine (6.22 g, 57.5 mmol) in glacial acetic acid (150 mL) was saturated with nitrogen by bubbling N2 through the solution. The solution was then refluxed for about 2.5 hours. Solvent was removed in vacuo and the residue obtained was dissolved in DCM and washed with 1N HCl aqueous solution (2 times), saturated NaHCO3 aqueous solution (2 times) and brine (2 times), dried over anhydrous MgSO4, filtered and concentrated ... Product: NC=1C=C2CCC(C2=CC1Br)=O (5-Amino-6-bromo-1-indanone). Reported procedure: A mixture of 5-acetylamino-6-bromo-1-indanone (36.0 g, 0.13 mol) and 6M aqueous hydrochloric acid (800 mL) was refluxed for 1 h. The homogenous solution was then cooled to 0° C. and adjusted to pH 8 with 10M aqueous NaOH (−480 mL). The precipitate formed was collected, washed with water and dried under vacuum to afford 30.0 g (quantitative) of the title compound as a light brown powder. 1H NMR (acetone-d6): δ7.65 (1H, s), 6.90 (1H, s), 5.80 (2H, br s), 2.95 (2H, t), 2.50 (2H, t). Reaction conditions: temperature 0 celsius. Solvent: [OH-].[Na+] (NaOH). Reactants: C(C)(=O)NC=1C=C2CCC(C2=CC1Br)=O (5-acetylamino-6-bromo-1-indanone), Cl (hydrochloric acid). As a reaction SMILES: C([NH:4][C:5]1[CH:6]=[C:7]2[C:11](=[CH:12][C:13]=1[Br:14])[C:10](=[O:15])[CH2:9][CH2:8]2)(=O)C.Cl>[OH-].[Na+]>[NH2:4][C:5]1[CH:6]=[C:7]2[C:11](=[CH:12][C:13]=1[Br:14])[C:10](=[O:15])[CH2:9][CH2:8]2 |f:2.3|. The reactants are C(C)OC(=O)C=1NC2=CC=C(C=C2C1)O (5-hydroxy-1H-indole-2-carboxylic acid ethyl ester), C(C)(C)N1CCC(CC1)O (1-Isopropyl-piperidin-4-ol), C(C)(C)N1CCC(CC1)O (1-Isopropyl-piperidin-4-ol), C1(=CC=CC=C1)P(C1=CC=CC=C1)C1=CC=CC=C1 (triphenylphosphine), CC(C)OC(=O)/N=N/C(=O)OC(C)C (diisopropylazodicarboxylate). The solvent is O1CCCC1 (tetrahydrofuran), O1CCCC1 (tetrahydrofuran). Run at temperature 0 celsius, time 8 hour. The product is C(C)OC(=O)C=1NC2=CC=C(C=C2C1)OC1CN(CC1)C(C)C (5-(1-Isopropyl-pyrrolidin-3-yloxy)-1H-indole-2-carboxylic acid ethyl ester). Isolated yield 45.4%. Reaction SMILES: [CH2:1]([O:3][C:4]([C:6]1[NH:7][C:8]2[C:13]([CH:14]=1)=[CH:12][C:11]([OH:15])=[CH:10][CH:9]=2)=[O:5])[CH3:2].[CH:16]([N:19]1[CH2:24][CH2:23][CH:22](O)[CH2:21]C1)([CH3:18])[CH3:17].C1(P(C2C=CC=CC=2)C2C=CC=CC=2)C=CC=CC=1.CC(OC(/N=N/C(OC(C)C)=O)=O)C>O1CCCC1>[CH2:1]([O:3][C:4]([C:6]1[NH:7][C:8]2[C:13]([CH:14]=1)=[CH:12][C:11]([O:15][CH:22]1[CH2:23][CH2:24][N:19]([CH:16]([CH3:17])[CH3:18])[CH2:21]1)=[CH:10][CH:9]=2)=[O:5])[CH3:2]. Procedure details: To a cold (0° C.) mixture of 5-hydroxy-1H-indole-2-carboxylic acid ethyl ester (10 g, 1.0 eq.), 1-isopropyl-piperidin-4-ol (intermediate 1, step 1, 7.32 g, 1.05 eq.) and triphenylphosphine (15.3 g, 1.2 eq.) in tetrahydrofuran (280 ml) was slowly added a solution of diisopropylazodicarboxylate (11.8 g, 1.2 eq.) in tetrahydrofuran (20 mL). The mixture was stirred 30 min at 0° C. and overnight at room temperature, was concentrated in vacuo, dissolved in methyltertiobutylether (310 mL), washed with ...